The task is: describe an organic reaction: reactants, conditions, products, and yield. This data is from the Open Reaction Database (ORD), a public repository of structured organic reaction records. The reactants are O=C([O-])O, COCCOC, O=C1CCC(=O)N1Cl, C=C(c1cc(Cl)c(Cl)c(Cl)c1)C(F)(F)F, [K+], O, COC(=O)NC(=O)c1ccc(C=NO)cc1C. Product: COC(=O)NC(=O)c1ccc(C2=NOC(c3cc(Cl)c(Cl)c(Cl)c3)(C(F)(F)F)C2)cc1C. RXN SMILES: [C:41](=[O:42])([O-:43])[OH:44].[CH3:46][O:47][CH2:48][CH2:49][O:50][CH3:51].[Cl:18][N:19]1[C:20](=[O:21])[CH2:22][CH2:23][C:24]1=[O:25].[Cl:26][c:27]1[cH:28][c:29]([C:35](=[CH2:36])[C:37]([F:38])([F:39])[F:40])[cH:30][c:31]([Cl:34])[c:32]1[Cl:33].[K+:45].[OH2:52].[OH:1][N:2]=[CH:3][c:4]1[cH:5][c:6]([CH3:17])[c:7]([C:8](=[O:9])[NH:10][C:11]([O:12][CH3:13])=[O:14])[cH:15][cH:16]1>>[O:1]1[N:2]=[C:3]([c:4]2[cH:5][c:6]([CH3:17])[c:7]([C:8](=[O:9])[NH:10][C:11]([O:12][CH3:13])=[O:14])[cH:15][cH:16]2)[CH2:36][C:35]1([c:29]1[cH:28][c:27]([Cl:26])[c:32]([Cl:33])[c:31]([Cl:34])[cH:30]1)[C:37]([F:38])([F:39])[F:40].